Dataset: the Open Reaction Database (ORD), a public repository of structured organic reaction records. Task: describe an organic reaction: reactants, conditions, products, and yield Reactants: Cl, O=[N+]([O-])c1ccc(F)cc1, [K+], [K+], O=C([O-])[O-], CN(C)C=O, O, N#CC(c1ccccc1)C1CCNCC1. The product is N#CC(c1ccccc1)C1CCN(c2ccc([N+](=O)[O-])cc2)CC1. RXN SMILES: [ClH:1].[F:17][c:18]1[cH:19][cH:20][c:21]([N+:24](=[O:25])[O-:26])[cH:22][cH:23]1.[K+:27].[K+:28].[O-:29][C:30]([O-:31])=[O:32].[O:34]=[CH:35][N:36]([CH3:37])[CH3:38].[OH2:33].[c:2]1([CH:8]([C:9]#[N:10])[CH:11]2[CH2:12][CH2:13][NH:14][CH2:15][CH2:16]2)[cH:3][cH:4][cH:5][cH:6][cH:7]1>>[c:2]1([CH:8]([C:9]#[N:10])[CH:11]2[CH2:12][CH2:13][N:14]([c:18]3[cH:19][cH:20][c:21]([N+:24](=[O:25])[O-:26])[cH:22][cH:23]3)[CH2:15][CH2:16]2)[cH:3][cH:4][cH:5][cH:6][cH:7]1. The reactants are O=C([O-])[O-], CC#N, ClCCCC1CCN(c2ccc(Cl)nn2)CC1, COc1ccc(O)c(Cl)c1, [I-], [K+], [K+], [Na+]. Product: COc1ccc(OCCCC2CCN(c3ccc(Cl)nn3)CC2)c(Cl)c1. As a reaction SMILES: [C:30](=[O:31])([O-:32])[O-:33].[CH3:36][C:37]#[N:38].[Cl:1][c:2]1[n:3][n:4][c:5]([N:8]2[CH2:9][CH2:10][CH:11]([CH2:14][CH2:15][CH2:16][Cl:17])[CH2:12][CH2:13]2)[cH:6][cH:7]1.[Cl:20][c:21]1[c:22]([OH:29])[cH:23][cH:24][c:25]([O:27][CH3:28])[cH:26]1.[I-:19].[K+:34].[K+:35].[Na+:18]>>[Cl:1][c:2]1[n:3][n:4][c:5]([N:8]2[CH2:9][CH2:10][CH:11]([CH2:14][CH2:15][CH2:16][O:29][c:22]3[c:21]([Cl:20])[cH:26][c:25]([O:27][CH3:28])[cH:24][cH:23]3)[CH2:12][CH2:13]2)[cH:6][cH:7]1. Starting materials: C(C)(=O)OCC (ethyl acetate), CO (methanol), [BH4-].[Na+] (sodium borohydride), COC(=O)[C@H]1CN([C@@H]2CC3=C(NC4=CC=CC([C@H]2C1)=C34)CN3CCOCC3)C#N (6-cyano-2-morpholinomethyl-8beta-ergoline-carboxylic acid methyl ester). Solvent: O1CCCC1 (tetrahydrofuran), N1=CC=CC=C1 (pyridine). The product is C(#N)N1C[C@@H](C[C@@H]2C=3C=CC=C4NC(=C(C[C@@H]12)C34)CN3CCOCC3)CO (6-cyano-8beta-hydroxymethyl-2-morpholinomethyl-ergoline). Reaction SMILES: C[O:2][C:3]([C@@H:5]1[CH2:19][C@H:18]2[C@@H:8]([CH2:9][C:10]3[C:20]4[C:13](=[CH:14][CH:15]=[CH:16][C:17]2=4)[NH:12][C:11]=3[CH2:21][N:22]2[CH2:27][CH2:26][O:25][CH2:24][CH2:23]2)[N:7]([C:28]#[N:29])[CH2:6]1)=O.CO.[BH4-].[Na+].C(OCC)(=O)C>O1CCCC1.N1C=CC=CC=1>[C:28]([N:7]1[C@H:8]2[C@@H:18]([C:17]3[CH:16]=[CH:15][CH:14]=[C:13]4[C:20]=3[C:10]([CH2:9]2)=[C:11]([CH2:21][N:22]2[CH2:27][CH2:26][O:25][CH2:24][CH2:23]2)[NH:12]4)[CH2:19][C@@H:5]([CH2:3][OH:2])[CH2:6]1)#[N:29] |f:2.3|. Procedure: 3.95 g of 6-cyano-2-morpholinomethyl-8beta-ergoline-carboxylic acid methyl ester (10 mmol) is dissolved in 250 ml of tetrahydrofuran and 250 ml of methanol and altogether 4 g of sodium borohydride is added in four portions at room temperature. After two hours of reaction time, the organic phases are mixed with ice and common salt, shaken with ethyl acetate, combined and dried and concentrated by evaporation. After crystallization from the ethyl acetate, 3.26 g (89% of theory) is obtained, [α]D =... Reactants: ClC1=CC2=C(C(=N1)O[C@H](C)[C@@H]1CC(NC1)=O)N(C=N2)C ((R)-4-((R)-1-(6-chloro-3-methyl-3H-imidazo[4,5-c]pyridin-4-yloxy)ethyl)pyrrolidin-2-one), CN1N=CC2=CC=C(C=C12)B(O)O (1-methyl-1H-indazol-6-ylboronic acid). The product is CN1C=NC2=C1C(=NC(=C2)C2=CC=C1C=NN(C1=C2)C)O[C@H](C)[C@@H]2CC(NC2)=O ((R)-4-((R)-1-(3-methyl-6-(1-methyl-1H-indazol-6-yl)-3H-imidazo[4,5-c]pyridin-4-yloxy)ethyl)pyrrolidin-2-one). As a reaction SMILES: Cl[C:2]1[N:7]=[C:6]([O:8][C@@H:9]([C@H:11]2[CH2:15][NH:14][C:13](=[O:16])[CH2:12]2)[CH3:10])[C:5]2[N:17]([CH3:20])[CH:18]=[N:19][C:4]=2[CH:3]=1.[CH3:21][N:22]1[C:30]2[C:25](=[CH:26][CH:27]=[C:28](B(O)O)[CH:29]=2)[CH:24]=[N:23]1>>[CH3:20][N:17]1[C:5]2[C:6]([O:8][C@@H:9]([C@H:11]3[CH2:15][NH:14][C:13](=[O:16])[CH2:12]3)[CH3:10])=[N:7][C:2]([C:28]3[CH:29]=[C:30]4[C:25]([CH:24]=[N:23][N:22]4[CH3:21])=[CH:26][CH:27]=3)=[CH:3][C:4]=2[N:19]=[CH:18]1. Reported procedure: Following General Procedure B, beginning with crude (R)-4-((R)-1-(6-chloro-3-methyl-3H-imidazo[4,5-c]pyridin-4-yloxy)ethyl)pyrrolidin-2-one 2.06 (35 mg, 0.119 mmol) and 1-methyl-1H-indazol-6-ylboronic acid (23 mg, 0.131 mmol), (R)-4-((R)-1-(3-methyl-6-(1-methyl-1H-indazol-6-yl)-3H-imidazo[4,5-c]pyridin-4-yloxy)ethyl)pyrrolidin-2-one 3B.30 was isolated, following column chromatography. The reactants are C(C)(C)(C)OC(N[C@@H](C(=O)N1CCN(CC1)C1=C(C=CC=C1)OC)CC1CCCCC1)=O ((R)-{1-Cyclohexylmethyl-2-[4-(2-methoxyphenyl)-piperazin-1-yl]-2-oxo-ethyl}-carbamic acid tert-butyl ester). Run in peroxide, Cl (HCl). Product: N[C@@H](C(=O)N1CCN(CC1)C1=C(C=CC=C1)OC)CC1CCCCC1 ((R)-2-amino-3-cyclohexyl-1-[4-(2-methoxyphenyl)-piperazin-1-yl]-propan-1-one). Yield: 98.0%. As a reaction SMILES: C(OC(=O)[NH:7][C@H:8]([CH2:25][CH:26]1[CH2:31][CH2:30][CH2:29][CH2:28][CH2:27]1)[C:9]([N:11]1[CH2:16][CH2:15][N:14]([C:17]2[CH:22]=[CH:21][CH:20]=[CH:19][C:18]=2[O:23][CH3:24])[CH2:13][CH2:12]1)=[O:10])(C)(C)C>Cl>[NH2:7][C@H:8]([CH2:25][CH:26]1[CH2:31][CH2:30][CH2:29][CH2:28][CH2:27]1)[C:9]([N:11]1[CH2:12][CH2:13][N:14]([C:17]2[CH:22]=[CH:21][CH:20]=[CH:19][C:18]=2[O:23][CH3:24])[CH2:15][CH2:16]1)=[O:10]. Procedure details: 2.75 g (6.20 mmol) of the above-described (R)-{1-Cyclohexylmethyl-2-[4-(2-methoxyphenyl)-piperazin-1-yl]-2-oxo-ethyl}-carbamic acid tert-butyl ester was stirred overnight in a mixture of 30 mL of peroxide-free dioxane and 30 mL of 6N aq. HCl. The resulting yellow mixture was concentrated to dryness on a rotary evaporator and the residue was partitioned between dichloromethane and saturated aq. sodium bicarbonate solution The aqueous layer was extracted with two additional portions of dichloromet... Starting materials: C(C1=CC(OC)=C(O)C(OC)=C1)=O (syringaldehyde), N1C(=O)NC(=O)C1 (hydantoin), C(C)(=O)[O-].[Na+] (sodium acetate). Run in C(C)(=O)O (acetic acid). The product is OC1=C(C=C(\C=C/2\C(NC(N2)=O)=O)C=C1OC)OC ((Z)-5-(4-hydroxy-3,5-dimethoxybenzylidene)imidazolidine-2,4-dione). RXN SMILES: [CH:1](=O)[C:2]1[CH:12]=[C:9]([O:10][CH3:11])[C:7]([OH:8])=[C:4]([O:5][CH3:6])[CH:3]=1.[NH:14]1[CH2:20][C:18](=[O:19])[NH:17][C:15]1=[O:16].C([O-])(=O)C.[Na+]>C(O)(=O)C>[OH:8][C:7]1[C:9]([O:10][CH3:11])=[CH:12][C:2](/[CH:1]=[C:20]2/[C:18](=[O:19])[NH:17][C:15](=[O:16])[NH:14]/2)=[CH:3][C:4]=1[O:5][CH3:6] |f:2.3|. Procedure: In an acetic acid (1.6 mL) solvent, a suspension including syringaldehyde (300 mg, 1.65 mmol), hydantoin (198 mg, 1.98 mmol), and sodium acetate (405 mg, 4.94 mmol) was refluxed for 24 hours, and after cooling, the produced precipitate was filtered. The filtered solid was washed with methylene chloride and a small amount of water. After drying under reduced pressure, a target compound was obtained (192.9 mg, 44.3%).